From a dataset of the Open Reaction Database (ORD), a public repository of structured organic reaction records. describe an organic reaction: reactants, conditions, products, and yield Starting materials: Cl.C1NCC2=CC=CC=C12 (isoindoline hydrochloride), [OH-].[Na+] (sodium hydroxide), [N+](=O)([O-])C=1C=C(C=CCCl)C=CC1 (m-nitrocinnamyl chloride). The solvent is O (water), C(C)O (ethanol). Reaction conditions: time 10 hour. Product: Cl.[N+](=O)([O-])C=1C=C(C=CCN2CC3=CC=CC=C3C2)C=CC1 (N-(m-nitrocinnamyl)-isoindoline hydrochloride). Isolated yield 51.4%. RXN SMILES: Cl.[CH2:2]1[C:10]2[C:5](=[CH:6][CH:7]=[CH:8][CH:9]=2)[CH2:4][NH:3]1.[OH-].[Na+].[N+:13]([C:16]1[CH:17]=[C:18]([CH:23]=[CH:24][CH:25]=1)[CH:19]=[CH:20][CH2:21][Cl:22])([O-:15])=[O:14]>O.C(O)C>[ClH:22].[N+:13]([C:16]1[CH:17]=[C:18]([CH:23]=[CH:24][CH:25]=1)[CH:19]=[CH:20][CH2:21][N:3]1[CH2:4][C:5]2[C:10](=[CH:9][CH:8]=[CH:7][CH:6]=2)[CH2:2]1)([O-:15])=[O:14] |f:0.1,2.3,7.8|. Reported procedure: The process for the preparation of this compound and its physical properties will be given below. A solution of 5.68 grams of isoindoline hydrochloride and 2.86 grams of sodium hydroxide in 15 milliliters of water is added to a solution of 6.8 grams of m-nitrocinnamyl chloride in 160 milliliters of ethanol, and the mixture is stirred for 10 hours at room temperature. After completion of the reaction, the reaction product is concentrated, and the residue is extracted with chloroform. The extract ...